From a dataset of the Open Reaction Database (ORD), a public repository of structured organic reaction records. describe an organic reaction: reactants, conditions, products, and yield Reactants: 112, BrCC(=O)C1=CC=C(C#N)C=C1 (4-(2-bromoacetyl)-benzonitrile), C(CCC)O (butanol), CC1=CC=C(C=C1)S(=O)(=O)O (4-methylbenzenesulfonic acid), C1=CC=CC=C1 (benzene). Run in C(CO)O (1,2-ethanediol). Reaction conditions: time 4 hour. Product: 95.12, BrCC1(OCCO1)C1=CC=C(C#N)C=C1 (4-[2-(bromomethyl)-1,3-dioxolan-2-yl] benzonitrile). Reaction SMILES: [Br:1][CH2:2][C:3]([C:5]1[CH:12]=[CH:11][C:8]([C:9]#[N:10])=[CH:7][CH:6]=1)=[O:4].[CH2:13]([OH:17])[CH2:14]CC.CC1C=CC(S(O)(=O)=O)=CC=1.C1C=CC=CC=1>C(O)CO>[Br:1][CH2:2][C:3]1([C:5]2[CH:12]=[CH:11][C:8]([C:9]#[N:10])=[CH:7][CH:6]=2)[O:17][CH2:13][CH2:14][O:4]1. Procedure: To a stirred solution of 112 parts of 4-(2-bromoacetyl)-benzonitrile in 320 parts of butanol are added 5 parts of 4-methylbenzenesulfonic acid and 360 parts of benzene. Then there are added dropwise 46.5 parts of 1,2-ethanediol. Upon completion, sitrring is continued for 4 hours at reflux. The reaction mixture is evaporated. The oily residue is crystallized from 2,2'-oxybispropane. The product is filtered off and recrystallized from methanol, yielding 95.12 parts of 4-[2-(bromomethyl)-1,3-dioxol...